This data is from the Open Reaction Database (ORD), a public repository of structured organic reaction records. The task is: describe an organic reaction: reactants, conditions, products, and yield Reactants: BrC=1C=C(C=NC1)[C@H]1NC(O[C@@H]1C1=C(C=CC(=C1)F)F)=O ((4R,5R)-4-(5-bromopyridin-3-yl)-5-(2,5-difluorophenyl)oxazolidin-2-one), Cl.Cl.N[C@@H]([C@H](O)C1=C(C=CC(=C1)F)F)C1=NC(=NC=C1)Cl ((1R,2R)-2-amino-2-(2-chloropyrimidin-4-yl)-1-(2,5-difluorophenyl)ethanol 2HCl). Product: ClC1=NC=CC(=N1)[C@H]1NC(O[C@@H]1C1=C(C=CC(=C1)F)F)=O ((4R,5R)-4-(2-Chloropyrimidin-4-yl)-5-(2,5-difluorophenyl)oxazolidin-2-one). RXN SMILES: Br[C:2]1[CH:3]=[C:4]([C@@H:8]2[C@@H:12]([C:13]3[CH:18]=[C:17]([F:19])[CH:16]=[CH:15][C:14]=3[F:20])[O:11][C:10](=[O:21])[NH:9]2)C=NC=1.Cl.Cl.N[C@H](C1C=C[N:39]=[C:38]([Cl:42])[N:37]=1)[C@@H](C1C=C(F)C=CC=1F)O>>[Cl:42][C:38]1[N:39]=[C:4]([C@@H:8]2[C@@H:12]([C:13]3[CH:18]=[C:17]([F:19])[CH:16]=[CH:15][C:14]=3[F:20])[O:11][C:10](=[O:21])[NH:9]2)[CH:3]=[CH:2][N:37]=1 |f:1.2.3|. Procedure: Prepared according to the same procedure as (4R,5R)-4-(5-bromopyridin-3-yl)-5-(2,5-difluorophenyl)oxazolidin-2-one, starting with (1R,2R)-2-amino-2-(2-chloropyrimidin-4-yl)-1-(2,5-difluorophenyl)ethanol 2HCl. 1H NMR (500 MHz, DMSO-d6) δ 8.88 (d, J=4.9 Hz, 1H), 8.69 (s, 1H), 7.68 (d, J=5.2 Hz, 1H), 7.50-7.28 (m, 3H), 5.71 (d, J=5.5 Hz, 1H), 5.04 (d, J=5.5 Hz, 1H), Mass spec.: 312.1 (MH)+.